This data is from the Open Reaction Database (ORD), a public repository of structured organic reaction records. The task is: describe an organic reaction: reactants, conditions, products, and yield Reactants: CC1=C2CCCC(C2=CC(=C1)C)=NO (5,7-dimethyl-3,4-dihydronaphthalen-1(2H)-one oxime). Reagents/catalysts: [Ni] (Ni). Solvent: N (ammonia). Reaction conditions: time 20 hour. Product: CC1=C2CCCC(C2=CC(=C1)C)N (5,7-dimethyl-1,2,3,4-tetrahydronaphthalen-1-amine). The yield is 92.5%. RXN SMILES: [CH3:1][C:2]1[CH:11]=[C:10]([CH3:12])[CH:9]=[C:8]2[C:3]=1[CH2:4][CH2:5][CH2:6][C:7]2=[N:13]O>N.[Ni]>[CH3:1][C:2]1[CH:11]=[C:10]([CH3:12])[CH:9]=[C:8]2[C:3]=1[CH2:4][CH2:5][CH2:6][CH:7]2[NH2:13]. Procedure details: 5,7-dimethyl-1,2,3,4-tetrahydronaphthalen-1-amine: A catalytic amount of Raney nickel (slurry in water) was washed with dry MeOH under argon in a round bottom flask. To a solution of the washed Raney Ni in methanolic ammonia (25 mL, 7N), was added 5,7-dimethyl-3,4-dihydronaphthalen-1(2H)-one oxime (example 166b) (420 mg, 2.22 mmol), and the mixture was stirred under a balloon of H2 for 20 hr. Upon completion, the reaction was filtered through celite, the filtrate was concentrated in vacuo, dilut... The reactants are C1(=CC=CC=C1)C1OC(CN1C(C)(C)C)COC1=NC=CC=C1C#N (2-phenyl-3-tert. butyl-5-(3-cyano-2-pyridyloxymethyl)oxazolidine), Cl (HCl), Cl (HCl). Solvent: C(C)OCC (diethyl ether). Run at time 15 minute. Yields the product Cl.C(C)(C)(C)NCC(COC1=NC=CC=C1C#N)O (2-(3-tert. butylamino-2-hydroxypropoxy)-3-cyanopyridine hydrochloride). Reaction SMILES: C1(C2[N:11]([C:12]([CH3:15])([CH3:14])[CH3:13])[CH2:10][CH:9]([CH2:16][O:17][C:18]3[C:23]([C:24]#[N:25])=[CH:22][CH:21]=[CH:20][N:19]=3)[O:8]2)C=CC=CC=1.[ClH:26]>C(OCC)C>[ClH:26].[C:12]([NH:11][CH2:10][CH:9]([OH:8])[CH2:16][O:17][C:18]1[C:23]([C:24]#[N:25])=[CH:22][CH:21]=[CH:20][N:19]=1)([CH3:15])([CH3:13])[CH3:14] |f:3.4|. Procedure: To S -2-phenyl-3-tert. butyl-5-hydroxymethyloxazolidine (7 grams, 0.03 moles) in 35 ml. of N,N-dimethylformamide (DMF) is added 1.3 grams (0.03 moles of sodium hydride (57% dispersion in mineral oil). This mixture is heated 5 minutes over steam and then is allowed to stir 15 minutes at room temperature. 4.1 grams (0.03 moles) of 2-chloro-3-cyanopyridine in 20 ml of DMF is then added and the resultant reaction mixture is stirred four hours at room temperature. Water is then added and an oil separ... Reactants: CC12C(NCCC1)C1=CC=CC=C1C2 ((4aRS,9bRS)-4a-methyl-2,3,4,4a,5,9b-hexahydro-1H-indeno[1,2-b]pyridine), C=O (formalin), CS(=O)(=O)[O-] (methanesulfonate), CS(=O)(=O)O (methanesulfonic acid), C(O)([O-])=O.[Na+] (sodium hydrogen carbonate). Solvent: O1CCCC1 (tetrahydrofuran), C(=O)O (formic acid). Reaction conditions: temperature 80 celsius, time 1 hour. Product: CS(=O)(=O)O.CN1C2C(CCC1)(CC1=CC=CC=C12)C ((4aRS,9bRS)-1,4a-dimethyl-2,3,4,4a,5,9b-hexahydro-1H-indeno[1,2-b]pyridine methanesulfonate). RXN SMILES: [CH3:1][C:2]12[CH2:14][C:13]3[C:8](=[CH:9][CH:10]=[CH:11][CH:12]=3)[CH:3]1[NH:4][CH2:5][CH2:6][CH2:7]2.C=O.[C:17](=O)([O-])O.[Na+].[CH3:22][S:23]([O-:26])(=[O:25])=[O:24].CS(O)(=O)=O>O1CCCC1.C(O)=O>[CH3:22][S:23]([OH:26])(=[O:25])=[O:24].[CH3:17][N:4]1[CH2:5][CH2:6][CH2:7][C:2]2([CH3:1])[CH2:14][C:13]3[C:8]([CH:3]12)=[CH:9][CH:10]=[CH:11][CH:12]=3 |f:2.3,8.9|. Procedure details: To a solution of (4aRS,9bRS)-4a-methyl-2,3,4,4a,5,9b-hexahydro-1H-indeno[1,2-b]pyridine (140 mg) in tetrahydrofuran (3 ml) were added a 35% formalin solution (0.55 ml) and formic acid (0.3 ml), and the mixture was stirred at 80° C. for 1 hour. An excessive amount of a saturated aqueous sodium hydrogen carbonate solution was added thereto for neutralization, followed by extraction with chloroform, the organic layer was dried over anhydrous magnesium sulfate, and the solvent was evaporated under r... The reactants are resultant solution, COC=1C=C2C(C(=CNC2=CC1OC)C#N)=O (6,7-dimethoxy-4-oxo-1,4-dihydroquinoline-3-carbonitrile), O=P(Cl)(Cl)Cl (POCl3), resultant solution, resultant solution, crude residue, C(=O)([O-])[O-].[K+].[K+] (K2CO3). Solvent: C(Cl)Cl (methylene chloride). Conditions: temperature 70 celsius, time 2 hour. The product is ClC1=C(C=NC2=CC(=C(C=C12)OC)OC)C#N (4-chloro-6,7-dimethoxyquinoline-3-carbonitrile). Isolated yield 92.0%. Reaction SMILES: [CH3:1][O:2][C:3]1[CH:4]=[C:5]2[C:10](=[CH:11][C:12]=1[O:13][CH3:14])[NH:9][CH:8]=[C:7]([C:15]#[N:16])[C:6]2=O.O=P(Cl)(Cl)[Cl:20].C([O-])([O-])=O.[K+].[K+]>C(Cl)Cl>[Cl:20][C:6]1[C:5]2[C:10](=[CH:11][C:12]([O:13][CH3:14])=[C:3]([O:2][CH3:1])[CH:4]=2)[N:9]=[CH:8][C:7]=1[C:15]#[N:16] |f:2.3.4|. Procedure: A mixture of 6,7-dimethoxy-4-oxo-1,4-dihydroquinoline-3-carbonitrile (from Step B, 20 g, 87 mmol) and POCl3 (87 mL) was heated to reflux and allowed to stir for 2 hours. The reaction mixture was cooled to 70° C. and concentrated in vacuo to provide a crude residue. The crude residue was diluted with methylene chloride and the resultant solution was cooled to 0° C. and to the resultant solution was added aqueous K2CO3 until the solution was at pH 8-9. The resultant solution was allowed to stir fo... Reactants: N1C=NC2=C1C=CC(=C2)N (1H-Benzoimidazol-5-ylamine), BrC1=CC=C(C=O)C=C1 (4-Bromobenzaldehyde), solution, O([K])C#N (KOCN), Cl.N1=CC=CC=C1 (Pyridinehydrochloride), [N+](#[C-])C1CCCCC1 (3-Isocyano-cyclohexane). Run in CO (methanol), CO (MeOH). Run at time 48 hour. Yields the product N1C=NC2=C1C=CC(=C2)N2C(NC(C2C2=CC=C(C=C2)Br)=NC2CCCCC2)=O (1-(1H-Benzoimidazol-5-yl)-5-(4-bromo-phenyl)-4-(cyclohexylimino)-imidazolidin-2-one). As a reaction SMILES: [NH:1]1[C:5]2[CH:6]=[CH:7][C:8]([NH2:10])=[CH:9][C:4]=2[N:3]=[CH:2]1.[Br:11][C:12]1[CH:19]=[CH:18][C:15]([CH:16]=O)=[CH:14][CH:13]=1.[O:20]([C:22]#[N:23])[K].Cl.N1C=CC=CC=1.[N+:31]([CH:33]1[CH2:38][CH2:37][CH2:36][CH2:35][CH2:34]1)#[C-:32]>CO>[NH:1]1[C:5]2[CH:6]=[CH:7][C:8]([N:10]3[CH:16]([C:15]4[CH:18]=[CH:19][C:12]([Br:11])=[CH:13][CH:14]=4)[C:32](=[N:31][CH:33]4[CH2:38][CH2:37][CH2:36][CH2:35][CH2:34]4)[NH:23][C:22]3=[O:20])=[CH:9][C:4]=2[N:3]=[CH:2]1 |f:3.4|. Procedure details: 1H-Benzoimidazol-5-ylamine (1 mmol) and 4-Bromobenzaldehyde (1 mmol) were combined in methanol (2 ml, dry). After 2 hours 2 ml of a solution of KOCN (KSCN) (2 mmol) and Pyridinehydrochloride (2 mmol) in MeOH is added was added. Finally 3-Isocyano-cyclohexane (1 mmol) is added. The reaction was stirred at room temperature for 48 h. After evaporation of the solvent the residue was purified with chromatographic methods. Yield: 0.290 g (64%); mp: 205° C., 1H-NMR (500 MHz, DMSO-D6): 1.05-1.12 (m, 3H,... Starting materials: IC=1C=C(C(N(C1C)C1=CC(=CC=C1)C(F)(F)F)=O)C(=O)NCC1=CC=C(C=C1)S(=O)(=O)C (5-iodo-6-methyl-N-[4-(methylsulfonyl)benzyl]-2-oxo-1-[3-(trifluoromethyl)-phenyl]-1,2-dihydropyridine-3-carboxamide), C(CCC)[Sn](C1=NC=CC=N1)(CCCC)CCCC (2-(tributyl-stannyl)pyrimidine), C1(=CC=CC=C1)P(C1=CC=CC=C1)C1=CC=CC=C1 (triphenylphosphine). The reagents and catalysts are C=1C=CC(=CC1)/C=C/C(=O)/C=C/C2=CC=CC=C2.C=1C=CC(=CC1)/C=C/C(=O)/C=C/C2=CC=CC=C2.C=1C=CC(=CC1)/C=C/C(=O)/C=C/C2=CC=CC=C2.[Pd].[Pd] (Tris(dibenzylideneacetone)-dipalladium(0)). The solvent is C1(=CC=CC=C1)C (toluene). Run at temperature 100 celsius, time 8 hour. The product is CC1=C(C=C(C(N1C1=CC(=CC=C1)C(F)(F)F)=O)C(=O)NCC1=CC=C(C=C1)S(=O)(=O)C)C1=NC=CC=N1 (6-Methyl-N-[4-(methylsulfonyl)benzyl]-2-oxo-5-pyrimidin-2-yl-1-[3-(trifluoro-methyl)phenyl]-1,2-dihydropyridine-3-carboxamide). Yield: 27.1%. As a reaction SMILES: I[C:2]1[CH:3]=[C:4]([C:20]([NH:22][CH2:23][C:24]2[CH:29]=[CH:28][C:27]([S:30]([CH3:33])(=[O:32])=[O:31])=[CH:26][CH:25]=2)=[O:21])[C:5](=[O:19])[N:6]([C:9]2[CH:14]=[CH:13][CH:12]=[C:11]([C:15]([F:18])([F:17])[F:16])[CH:10]=2)[C:7]=1[CH3:8].C([Sn](CCCC)(CCCC)[C:39]1[N:44]=[CH:43][CH:42]=[CH:41][N:40]=1)CCC.C1(P(C2C=CC=CC=2)C2C=CC=CC=2)C=CC=CC=1>C1(C)C=CC=CC=1.C1C=CC(/C=C/C(/C=C/C2C=CC=CC=2)=O)=CC=1.C1C=CC(/C=C/C(/C=C/C2C=CC=CC=2)=O)=CC=1.C1C=CC(/C=C/C(/C=C/C2C=CC=CC=2)=O)=CC=1.[Pd].[Pd]>[CH3:8][C:7]1[N:6]([C:9]2[CH:14]=[CH:13][CH:12]=[C:11]([C:15]([F:17])([F:18])[F:16])[CH:10]=2)[C:5](=[O:19])[C:4]([C:20]([NH:22][CH2:23][C:24]2[CH:25]=[CH:26][C:27]([S:30]([CH3:33])(=[O:32])=[O:31])=[CH:28][CH:29]=2)=[O:21])=[CH:3][C:2]=1[C:39]1[N:44]=[CH:43][CH:42]=[CH:41][N:40]=1 |f:4.5.6.7.8|. Procedure: Tris(dibenzylideneacetone)-dipalladium(0) (1 mg) was added to 5-iodo-6-methyl-N-[4-(methylsulfonyl)benzyl]-2-oxo-1-[3-(trifluoromethyl)-phenyl]-1,2-dihydropyridine-3-carboxamide (20 mg, 0.034 mmol), 2-(tributyl-stannyl)pyrimidine (25 mg, 0.068 mmol) and triphenylphosphine (1.9 mg, 0.007 mmol) in toluene (1.6 ml) under argon and the mixture was stirred at 100° C. overnight. After cooling, the mixture was filtered through celite and evaporated. The residue was purified by preparative HPLC. Pure fr... Reaction SMILES: [CH3:1][CH:2]1[CH:3]([OH:9])[CH:4]([CH3:8])[CH2:5][CH2:6][CH2:7]1.[CH3:77][c:78]1[cH:79][cH:80][cH:81][cH:82][cH:83]1.[Cl:12][c:13]1[cH:14][cH:15][c:16]2[c:22]([n:23]1)[O:21][CH2:20][CH2:19][N:18]([C:24](=[O:25])[O:26][C:27]([CH3:28])([CH3:29])[CH3:30])[CH2:17]2.[H-:10].[Na+:11].[O:104]=[C:105]([CH:106]=[CH:107][c:108]1[cH:109][cH:110][cH:111][cH:112][cH:113]1)[CH:114]=[CH:115][c:116]1[cH:117][cH:118][cH:119][cH:120][cH:121]1.[O:122]=[C:123]([CH:124]=[CH:125][c:126]1[cH:127][cH:128][cH:129][cH:130][cH:131]1)[CH:132]=[CH:133][c:134]1[cH:135][cH:136][cH:137][cH:138][cH:139]1.[O:86]=[C:87]([CH:88]=[CH:89][c:90]1[cH:91][cH:92][cH:93][cH:94][cH:95]1)[CH:96]=[CH:97][c:98]1[cH:99][cH:100][cH:101][cH:102][cH:103]1.[OH2:140].[Pd:84].[Pd:85].[cH:31]1[cH:32][cH:33][c:34]([P:35]([c:36]2[cH:37][cH:38][c:39]3[c:40]([cH:41][cH:42][cH:43][cH:44]3)[c:45]2-[c:46]2[c:47]3[c:48]([cH:49][cH:50][cH:51][cH:52]3)[cH:53][cH:54][c:55]2[P:56]([c:57]2[cH:58][cH:59][cH:60][cH:61][cH:62]2)[c:63]2[cH:64][cH:65][cH:66][cH:67][cH:68]2)[c:69]2[cH:70][cH:71][cH:72][cH:73][cH:74]2)[cH:75][cH:76]1>>[CH3:1][CH:2]1[CH:3]([O:9][c:13]2[cH:14][cH:15][c:16]3[c:22]([n:23]2)[O:21][CH2:20][CH2:19][N:18]([C:24](=[O:25])[O:26][C:27]([CH3:28])([CH3:29])[CH3:30])[CH2:17]3)[CH:4]([CH3:8])[CH2:5][CH2:6][CH2:7]1. Yields the product CC1CCCC(C)C1Oc1ccc2c(n1)OCCN(C(=O)OC(C)(C)C)C2. Reactants: CC1CCCC(C)C1O, Cc1ccccc1, CC(C)(C)OC(=O)N1CCOc2nc(Cl)ccc2C1, [H-], [Na+], O=C(C=Cc1ccccc1)C=Cc1ccccc1, O=C(C=Cc1ccccc1)C=Cc1ccccc1, O=C(C=Cc1ccccc1)C=Cc1ccccc1, O, [Pd], [Pd], c1ccc(P(c2ccccc2)c2ccc3ccccc3c2-c2c(P(c3ccccc3)c3ccccc3)ccc3ccccc23)cc1.